From a dataset of the Open Reaction Database (ORD), a public repository of structured organic reaction records. describe an organic reaction: reactants, conditions, products, and yield Reactants: C1(=CC=CC=C1)S(=O)(=O)Cl (Benzenesulfonyl chloride), NCC=1C(=NON1)C1=NOC(N1C1=CC(=C(C=C1)F)Cl)=O (3-[4-(Aminomethyl)-1,2,5-oxadiazol-3-yl]-4-(3-chloro-4-fluorophenyl)-1,2,4-oxadiazol-5(4H)-one). Reagents/catalysts: CN(C)C=1C=CN=CC1 (DMAP). Solvent: CN(C)C=O (DMF), C(C)#N (ACN), CO (MeOH), C(Cl)Cl (DCM). Run at time 6 hour. Product: C1(=CC=CC=C1)S(=O)(=O)NCC=1C(=NON1)C(=NO)NC1=CC(=C(C=C1)F)Cl (4-(Benzenesulfonylamino-methyl)-N-(3-chloro-4-fluoro-phenyl)-N′-hydroxy-furazan-3-carboxamidine). Yield: 187.9%. Reaction SMILES: [NH2:1][CH2:2][C:3]1[C:4]([C:8]2[N:12]([C:13]3[CH:18]=[CH:17][C:16]([F:19])=[C:15]([Cl:20])[CH:14]=3)C(=O)[O:10][N:9]=2)=[N:5][O:6][N:7]=1.[C:22]1([S:28](Cl)(=[O:30])=[O:29])[CH:27]=[CH:26][CH:25]=[CH:24][CH:23]=1>C(#N)C.C(Cl)Cl.CN(C1C=CN=CC=1)C.CN(C=O)C.CO>[C:22]1([S:28]([NH:1][CH2:2][C:3]2[C:4]([C:8]([NH:12][C:13]3[CH:18]=[CH:17][C:16]([F:19])=[C:15]([Cl:20])[CH:14]=3)=[N:9][OH:10])=[N:5][O:6][N:7]=2)(=[O:30])=[O:29])[CH:27]=[CH:26][CH:25]=[CH:24][CH:23]=1. Procedure details: 3-[4-(Aminomethyl)-1,2,5-oxadiazol-3-yl]-4-(3-chloro-4-fluorophenyl)-1,2,4-oxadiazol-5(4H)-one (10 mg, 0.003 mmol) was dissolved in ACN (0.2 mL) and DCM (0.2 mL). Benzenesulfonyl chloride (11 mg, 0.064 mmol) DIPEA (12 mg, 0.096 mmol) and DMAP (0.4 mg, 0.003 mmol) were dissolved in DMF (1 mL). The reaction was stirred at rt for 6 hrs. The reaction was then diluted with MeOH and purified by preparative LCMS. The intermediate was stripped to dryness, redissolved in EtOH (1 mL) and 1 M of sodium hyd... The reactants are [Cl-].[NH4+] (ammonium chloride), FC1=CC=C(C=C1)C1=CC(=CC=C1OC)C=O (4′-fluoro-6-methoxy[1,1′-biphenyl]-3-carbaldehyde), C(C)(C)[Mg]Br (isopropylmagnesium bromide). Run in C1CCOC1 (THF), C1CCOC1 (THF). Conditions: time 45 minute. The product is FC1=CC=C(C=C1)C1=CC(=CC=C1OC)C(C(C)C)O (1-(4′-fluoro-6-methoxy[1,1′-biphenyl]-3-yl)-2-methyl-1-propanol). As a reaction SMILES: [F:1][C:2]1[CH:7]=[CH:6][C:5]([C:8]2[C:13]([O:14][CH3:15])=[CH:12][CH:11]=[C:10]([CH:16]=[O:17])[CH:9]=2)=[CH:4][CH:3]=1.[CH:18]([Mg]Br)([CH3:20])[CH3:19].[Cl-].[NH4+]>C1COCC1>[F:1][C:2]1[CH:7]=[CH:6][C:5]([C:8]2[C:13]([O:14][CH3:15])=[CH:12][CH:11]=[C:10]([CH:16]([OH:17])[CH:18]([CH3:20])[CH3:19])[CH:9]=2)=[CH:4][CH:3]=1 |f:2.3|. Procedure: To a solution of 4′-fluoro-6-methoxy[1,1′-biphenyl]-3-carbaldehyde (5.00 g) in THF (80 ml) was added dropwise a solution (0.63; 44.8 ml) of isopropylmagnesium bromide in THF at 0° C., and the mixture was stirred for 1 h 45 min. To the reaction mixture was added saturated aqueous ammonium chloride solution and the mixture was extracted with ethyl acetate, washed with saturated brine and dried. The solvent was evaporated under reduced pressure and the residue was purified by column chomatography (... Reactants: O1C(OCCC1)C1=C(C=C(C#N)C=C1)S(=O)(=O)C1=CC=CC=C1 (4-(1,3-dioxan-2-yl)-3-(phenylsulfonyl)benzonitrile), C1(=CC=C(C=C1)S(=O)(=O)[O-])C.[NH+]1=CC=CC=C1 (pyridinium 4-toluenesulfonate), O (water). Solvent: CC(=O)C.O (acetone water). Conditions: temperature 160 celsius, time 6 minute. Yields the product C(=O)C1=C(C=C(C#N)C=C1)S(=O)(=O)C1=CC=CC=C1 (4-Formyl-3-(phenylsulfonyl)benzonitrile). Reaction SMILES: [O:1]1CCCO[CH:2]1[C:7]1[CH:14]=[CH:13][C:10]([C:11]#[N:12])=[CH:9][C:8]=1[S:15]([C:18]1[CH:23]=[CH:22][CH:21]=[CH:20][CH:19]=1)(=[O:17])=[O:16].C1(C)C=CC(S([O-])(=O)=O)=CC=1.[NH+]1C=CC=CC=1.O>CC(C)=O.O>[CH:2]([C:7]1[CH:14]=[CH:13][C:10]([C:11]#[N:12])=[CH:9][C:8]=1[S:15]([C:18]1[CH:23]=[CH:22][CH:21]=[CH:20][CH:19]=1)(=[O:16])=[O:17])=[O:1] |f:1.2,4.5|. Reported procedure: In an Emrys microwave, 4-(1,3-dioxan-2-yl)-3-(phenylsulfonyl)benzonitrile (260 mg, 0.789 mmol) and pyridinium 4-toluenesulfonate (149 mg, 0.592 mmol; 0.75 eq.) in acetone/water (1:1, 3 ml) were heated with stirring at 160° C. for 6 min. The reaction mixture was then added to water (50 ml) and extracted with ethyl acetate (8×20 ml). The combined organic phases were subsequently washed with saturated sodium chloride solution (2×30 ml), dried over sodium sulfate, filtered and concentrated under red...